From a dataset of the Open Reaction Database (ORD), a public repository of structured organic reaction records. describe an organic reaction: reactants, conditions, products, and yield Reactants: O=C1CCC(=O)N1Br, O=C(OOC(=O)c1ccccc1)c1ccccc1, ClC(Cl)(Cl)Cl, COc1ccc(C=Cc2ccc(C)c(Cl)c2)c(Cl)c1. Product: COc1ccc(C=Cc2ccc(CBr)c(Cl)c2)c(Cl)c1. RXN SMILES: [Br:20][N:21]1[C:22](=[O:23])[CH2:24][CH2:25][C:26]1=[O:27].[C:28]([O:29][O:30][C:31](=[O:32])[c:33]1[cH:34][cH:35][cH:36][cH:37][cH:38]1)(=[O:39])[c:40]1[cH:41][cH:42][cH:43][cH:44][cH:45]1.[C:46]([Cl:47])([Cl:48])([Cl:49])[Cl:50].[Cl:1][c:2]1[c:3]([CH:10]=[CH:11][c:12]2[cH:13][c:14]([Cl:19])[c:15]([CH3:18])[cH:16][cH:17]2)[cH:4][cH:5][c:6]([O:8][CH3:9])[cH:7]1>>[Cl:1][c:2]1[c:3]([CH:10]=[CH:11][c:12]2[cH:13][c:14]([Cl:19])[c:15]([CH2:18][Br:20])[cH:16][cH:17]2)[cH:4][cH:5][c:6]([O:8][CH3:9])[cH:7]1.